This data is from the Open Reaction Database (ORD), a public repository of structured organic reaction records. The task is: describe an organic reaction: reactants, conditions, products, and yield Reactants: CSC(=NCCSCc1[nH]cnc1C)NC#N, C#CCN, CO. Product: C#CCN=C(NC#N)NCCSCc1[nH]cnc1C. Reaction SMILES: [C:1](#[N:2])[NH:3][C:4]([S:5][CH3:6])=[N:7][CH2:8][CH2:9][S:10][CH2:11][c:12]1[c:13]([CH3:17])[n:14][cH:15][nH:16]1.[CH2:18]([C:19]#[CH:20])[NH2:21].[CH3:22][OH:23]>>[C:1](#[N:2])[NH:3][C:4]([NH:7][CH2:8][CH2:9][S:10][CH2:11][c:12]1[c:13]([CH3:17])[n:14][cH:15][nH:16]1)=[N:21][CH2:18][C:19]#[CH:20]. The reactants are C(C)(C)(C)C1=C(C(=CC=2C(COC21)(C)C)N(C2=CC=C(C=C2)OC)C(C)C)C (7-t-butyl-5-[isopropyl-(4-methoxy-phenyl)-amino]-3,3,6-trimethyl-2,3-dihydro-benzofuran), IB1C2CCCC1CCC2 (9-iodo-9-borabicyclo[3.3.1]nonane), hexanes, C(C)(C)(C)C1=C(C(=CC=2C(COC21)(C)C)N(C2=CC=C(C=C2)OC)C(C)C)C (7-t-butyl-5-[isopropyl-(4-methoxy-phenyl)-amino]-3,3,6-trimethyl-2,3-dihydro-benzofuran), solution. Solvent: CCCCC (n-pentane), ClCCl (dichloromethane). The product is C(C)(C)(C)C1=C(C(=CC=2C(COC21)(C)C)N(C2=CC=C(C=C2)O)C(C)C)C (7-t-Butyl-5-[isopropyl-(4-hydroxy-phenyl)-amino]-3,3,6-trimethyl-2,3-dihydro-benzofuran). Yield: 131.1%. As a reaction SMILES: [C:1]([C:5]1[C:13]2[O:12][CH2:11][C:10]([CH3:15])([CH3:14])[C:9]=2[CH:8]=[C:7]([N:16]([CH:25]([CH3:27])[CH3:26])[C:17]2[CH:22]=[CH:21][C:20]([O:23]C)=[CH:19][CH:18]=2)[C:6]=1[CH3:28])([CH3:4])([CH3:3])[CH3:2].IB1C2CCCC1CCC2>ClCCl.CCCCC>[C:1]([C:5]1[C:13]2[O:12][CH2:11][C:10]([CH3:15])([CH3:14])[C:9]=2[CH:8]=[C:7]([N:16]([CH:25]([CH3:26])[CH3:27])[C:17]2[CH:22]=[CH:21][C:20]([OH:23])=[CH:19][CH:18]=2)[C:6]=1[CH3:28])([CH3:2])([CH3:3])[CH3:4]. Procedure: Following general procedure M and using 7-t-butyl-5-[isopropyl-(4-methoxy-phenyl)-amino]-3,3,6-trimethyl-2,3-dihydro-benzofuran (Compound 57, 0.032 g, 0.083 mmol) and 1M solution of 9-iodo-9-borabicyclo[3.3.1]nonane (B-iodo-9-BBN) in hexanes (0.2 mL, 0.2 mmol) in 0.6 mL of anhydrous dichloromethane and 1 mL of n-pentane, the title compound (0.04 g) was obtained as a brown oil that was used in the next step without further purification. Reactants: N1(CC(CC1)C(=O)OC)C(=O)OCC1=CC=CC=C1 (1-benzyl 3-methyl pyrrolidine-1,3-dicarboxylate), C[Si](C)(C)[N-][Si](C)(C)C.[Li+] (lithium bis(trimethylsilyl)amide), [Cl-].[NH4+] (ammonium chloride), CI (MeI). Solvent: C1CCOC1 (THF), C1CCOC1 (THF). Reaction conditions: time 20 minute. Product: CC1(CN(CC1)C(=O)OCC1=CC=CC=C1)C(=O)OC (1-benzyl 3-methyl 3-methylpyrrolidine-1,3-dicarboxylate). Yield: 74.9%. Reaction SMILES: [N:1]1([C:10]([O:12][CH2:13][C:14]2[CH:19]=[CH:18][CH:17]=[CH:16][CH:15]=2)=[O:11])[CH2:5][CH2:4][CH:3]([C:6]([O:8][CH3:9])=[O:7])[CH2:2]1.[CH3:20][Si]([N-][Si](C)(C)C)(C)C.[Li+].CI.[Cl-].[NH4+]>C1COCC1>[CH3:20][C:3]1([C:6]([O:8][CH3:9])=[O:7])[CH2:4][CH2:5][N:1]([C:10]([O:12][CH2:13][C:14]2[CH:19]=[CH:18][CH:17]=[CH:16][CH:15]=2)=[O:11])[CH2:2]1 |f:1.2,4.5|. Reported procedure: To 1-benzyl 3-methyl pyrrolidine-1,3-dicarboxylate (3.45 g, 13.1 mmol) in THF (20 mL) was added lithium bis(trimethylsilyl)amide (16.4 mL, 16.4 mmol) in THF at −78° C., and the reaction was stirred at this temperature for 20 minutes. MeI (1.10 mL, 17.7 mmol) was added, and the reaction was warmed to room temperature. After 2 hours at room temperature, the mixture was poured onto saturated ammonium chloride (20 mL) and extracted with ether, washed with brine and dried over sodium sulfate. After r...